Dataset: the Open Reaction Database (ORD), a public repository of structured organic reaction records. Task: describe an organic reaction: reactants, conditions, products, and yield Reactants: C(CCC)[N+](CCCC)(CCCC)CCCC (tetrabutylammonium), C(C(=C)C)(=O)OCCN(C)C (2-dimethylaminoethyl methacrylate), C(C(=C)C)(=O)O[Si](C)(C)C (trimethylsilyl methacrylate), O.O.O.[F-].C(CCC)[N+](CCCC)(CCCC)CCCC (tetrabutylammonium fluoride trihydrate), 1-(2-dimethylamino-ethoxy)-1-trimethyl-siloxy-2-methyl-1-propene, C(CCC)[N+](CCCC)(CCCC)CCCC (tetrabutylammonium), C(C(=C)C)(=O)OCCC1=CC=CC=C1 (2-phenylethyl methacrylate). Run in C1CCOC1 (THF), C1CCOC1 (THF), CO (methanol), C1CCOC1 (THF). Conditions: time 9 hour. The product is ω-2-β-dimethylaminoethyl isobutyrate, C(C(=C)C)(=O)OCCC1=CC=CC=C1 (2-phenylethyl methacrylate), C/C=C/C(=O)O (b-methacrylic acid). As a reaction SMILES: [CH2:1]([N+](CCCC)(CCCC)CCCC)CCC.[C:18]([O:23]CCN(C)C)(=[O:22])[C:19]([CH3:21])=C.[C:29]([O:34][CH2:35][CH2:36][C:37]1[CH:42]=[CH:41][CH:40]=[CH:39][CH:38]=1)(=[O:33])[C:30]([CH3:32])=[CH2:31].C(O[Si](C)(C)C)(=O)C(C)=C.O.O.O.[F-].C([N+](CCCC)(CCCC)CCCC)CCC>C1COCC1.CO>[C:29]([O:34][CH2:35][CH2:36][C:37]1[CH:38]=[CH:39][CH:40]=[CH:41][CH:42]=1)(=[O:33])[C:30]([CH3:32])=[CH2:31].[CH3:1]/[CH:21]=[CH:19]/[C:18]([OH:23])=[O:22] |f:4.5.6.7.8|. Reported procedure: To a solution of 4.86 g (5.52 mL, 21.0 mmol) of 1-(2-dimethylamino-ethoxy)-1-trimethyl-siloxy-2-methyl-1-propene, 0.1 mL of tetrabutylammonium biacetate hexahydrate (0.04M in THF) in 30 mL of THF was added a mixture of 6.6 g (7.1 mL, 42 mmol) of 2-dimethylaminoethyl methacrylate (purified by distillation and passage over a column of basic alumina under argon), and 31.6 g (31.6 mL, 168 mmol) of 2-phenylethyl methacrylate (purified by passage over a column of basic alumina under argon) from an add... The reactants are O=C([O-])[O-], [Cs+], [Cs+], CCCI, CN(C)C=O, Cc1c(S(=O)(=O)NCC(C)O)sc2ccc(Cl)cc12. Product: CCCN(CC(C)O)S(=O)(=O)c1sc2ccc(Cl)cc2c1C. As a reaction SMILES: [C:24](=[O:25])([O-:26])[O-:27].[Cs+:28].[Cs+:29].[I:20][CH2:21][CH2:22][CH3:23].[O:30]=[CH:31][N:32]([CH3:33])[CH3:34].[OH:1][CH:2]([CH2:3][NH:4][S:5](=[O:6])(=[O:7])[c:8]1[c:9]([CH3:18])[c:10]2[c:11]([s:12]1)[cH:13][cH:14][c:15]([Cl:17])[cH:16]2)[CH3:19]>>[OH:1][CH:2]([CH2:3][N:4]([S:5](=[O:6])(=[O:7])[c:8]1[c:9]([CH3:18])[c:10]2[c:11]([s:12]1)[cH:13][cH:14][c:15]([Cl:17])[cH:16]2)[CH2:21][CH2:22][CH3:23])[CH3:19]. The reactants are CC(C)(C)COC(=O)Cl, ClCCl, COc1cc(-c2cn(C3CCCC3)c3ncnc(N)c23)ccc1N, c1ccncc1. Yields the product COc1cc(-c2cn(C3CCCC3)c3ncnc(N)c23)ccc1NC(=O)OCC(C)(C)C. As a reaction SMILES: [CH2:1]([C:2]([CH3:3])([CH3:4])[CH3:5])[O:6][C:7](=[O:8])[Cl:9].[Cl:40][CH2:41][Cl:42].[NH2:10][c:11]1[c:12]([O:32][CH3:33])[cH:13][c:14](-[c:17]2[cH:18][n:19]([CH:27]3[CH2:28][CH2:29][CH2:30][CH2:31]3)[c:20]3[n:21][cH:22][n:23][c:24]([NH2:26])[c:25]23)[cH:15][cH:16]1.[cH:34]1[cH:35][cH:36][n:37][cH:38][cH:39]1>>[CH2:1]([C:2]([CH3:3])([CH3:4])[CH3:5])[O:6][C:7](=[O:8])[NH:10][c:11]1[c:12]([O:32][CH3:33])[cH:13][c:14](-[c:17]2[cH:18][n:19]([CH:27]3[CH2:28][CH2:29][CH2:30][CH2:31]3)[c:20]3[n:21][cH:22][n:23][c:24]([NH2:26])[c:25]23)[cH:15][cH:16]1. Starting materials: C(C)S (Ethyl mercaptan), [H-].[Na+] (sodium hydride), BrCCCCCCC[C@H]1C(CC[C@@H]1\C=C\CC1CCCCC1)=O (1-Bromo-16,20-methanoprost-13E-en-9-one). The solvent is C1CCOC1 (THF), C1CCOC1 (THF). Conditions: time 3 hour. Product: C(C)SCCCCCCC[C@H]1C(CC[C@@H]1\C=C\CC1CCCCC1)=O (1-(ethylthio)-16,20-methanoprost-13E-en-9-one). As a reaction SMILES: [CH2:1]([SH:3])[CH3:2].[H-].[Na+].Br[CH2:7][CH2:8][CH2:9][CH2:10][CH2:11][CH2:12][CH2:13][C@@H:14]1[C@@H:18](/[CH:19]=[CH:20]/[CH2:21][CH:22]2[CH2:27][CH2:26][CH2:25][CH2:24][CH2:23]2)[CH2:17][CH2:16][C:15]1=[O:28]>C1COCC1>[CH2:1]([S:3][CH2:7][CH2:8][CH2:9][CH2:10][CH2:11][CH2:12][CH2:13][C@@H:14]1[C@@H:18](/[CH:19]=[CH:20]/[CH2:21][CH:22]2[CH2:23][CH2:24][CH2:25][CH2:26][CH2:27]2)[CH2:17][CH2:16][C:15]1=[O:28])[CH3:2] |f:1.2|. Procedure details: Ethyl mercaptan (0.1 ml) was injected dropwise into a slurry of 1.0 ml THF and 62.5 mg of sodium hydride (50% in oil). The resultant slurry was stirred for 1.0 hour at 25° whereupon a solution of 167 mg 1-Bromo-16,20-methanoprost-13E-en-9-one in 1.0 ml of THF was injected and the reaction mixture was stirred for 3.0 hours at 25°. The reaction mixture was quenched by the addition of 10% aqueous HCl and extracted twice with chloroform. The chloroform extracts were washed with saturated aqueous NaH... Starting materials: C(C)(=O)OC(C)=O (Acetic anhydride), NC=1C(=NC(=NC1)Cl)Cl (5-amino-2,4-dichloropyrimidine). Run in C(=O)O (formic acid). Run at temperature 20 celsius, time 4 hour. Product: ClC1=NC=C(C(=N1)Cl)NC=O (2,4-Dichloro-5-formamidopyrimidine). As a reaction SMILES: C(O[C:5](=[O:7])C)(=O)C.[NH2:8][C:9]1[C:10]([Cl:16])=[N:11][C:12]([Cl:15])=[N:13][CH:14]=1>C(O)=O>[Cl:15][C:12]1[N:11]=[C:10]([Cl:16])[C:9]([NH:8][CH:5]=[O:7])=[CH:14][N:13]=1. Procedure: Acetic anhydride (12 ml) was added to a mixture of 5-amino-2,4-dichloropyrimidine (2.34 g, 14.4 mmol) and formic acid (30 ml) at 0° C. The mixture was stirred at 20° C. for 4 hours, evaporated to dryness and co-evaporated with toluene. The crystalline product was homogeneous on t.l.c. (chloroform-methanol, 15.1) and used without further purification. (2.74 g, 100%). IR: υmax (KBr) 3445, 3350, 3240, 1635, 1570, 1515, 1415 cm-1. 1H NMR δH [(CD3)2SO] 8.45 (1H,s,H.2), 9.40 (1H,s,CH), 10.40 (1H,br.s,... The reactants are S(O)(O)(=O)=O (sulphuric acid), ClC=1C(=C(N)C=CC1)C (3-chloro-2-methylaniline), N(=O)[O-].[Na+] (sodium nitrite). The solvent is O (water), O (water). Run at temperature 90 celsius, time 1 hour. Yields the product ClC=1C(=C(C=CC1)O)C (3-Chloro-2-methylphenol). The yield is 82.5%. RXN SMILES: S(=O)(=O)(O)O.[Cl:6][C:7]1[C:8]([CH3:14])=[C:9]([CH:11]=[CH:12][CH:13]=1)N.N([O-])=[O:16].[Na+]>O>[Cl:6][C:7]1[C:8]([CH3:14])=[C:9]([OH:16])[CH:11]=[CH:12][CH:13]=1 |f:2.3|. Procedure: A solution of concentrated sulphuric acid (7.3 mL) in water (97 mL) was added to 3-chloro-2-methylaniline (0.84 mL, 7.06 mmol) and the mixture heated at 90° C. until solution was achieved. The reaction mixture was cooled to 0° C. and a solution of sodium nitrite (510 mg, 12.75 mmol) in water (5 mL) was added dropwise. The reaction mixture was allowed to warm to ambient temperature over 2 h. Excess sodium nitrite was destroyed by the addition of urea. The resultant mixture was added to a solution... As a reaction SMILES: [CH3:1][O:2][C:3]1[C:18]([O:19][CH3:20])=[CH:17][C:6]2[CH2:7][C:8](=[O:16])[N:9]([CH2:12][CH2:13][CH2:14][Cl:15])[CH:10]=[CH:11][C:5]=2[CH:4]=1.[CH3:21][NH:22][CH2:23][CH2:24][C:25]1[CH:30]=[CH:29][C:28]([O:31][CH3:32])=[CH:27][CH:26]=1>>[ClH:15].[CH3:1][O:2][C:3]1[C:18]([O:19][CH3:20])=[CH:17][C:6]2[CH2:7][C:8](=[O:16])[N:9]([CH2:12][CH2:13][CH2:14][N:22]([CH3:21])[CH2:23][CH2:24][C:25]3[CH:30]=[CH:29][C:28]([O:31][CH3:32])=[CH:27][CH:26]=3)[CH:10]=[CH:11][C:5]=2[CH:4]=1 |f:2.3|. Procedure: This compound was prepared analogous to Example 1(b) by reacting 1-(7,8-dimethoxy-1,3-dihydro-2H-3-benzazepin-2-on-3-yl)-3-chloropropane with N-methyl-N-[2-(4-methoxy-phenyl)-ethyl]-amine. The reactants are COC1=CC2=C(CC(N(C=C2)CCCCl)=O)C=C1OC (1-(7,8-dimethoxy-1,3-dihydro-2H-3-benzazepin-2-on-3-yl)-3-chloropropane), CNCCC1=CC=C(C=C1)OC (N-methyl-N-[2-(4-methoxy-phenyl)-ethyl]-amine). The product is Cl.COC1=CC2=C(CC(N(C=C2)CCCN(CCC2=CC=C(C=C2)OC)C)=O)C=C1OC (1-[7,8-Dimethoxy-1,3-dihydro-2H-3-benzazepin-2-on-3-yl]-3-[N-methyl-N-(2-{4-methoxy-phenyl}-ethyl)-amino]-propane hydrochloride).